From a dataset of the Open Reaction Database (ORD), a public repository of structured organic reaction records. describe an organic reaction: reactants, conditions, products, and yield Reactants: NC1=NC=CC2=C1C=CN2C(=O)OCC2=CC=CC=C2 (benzyl 4-amino-1H-pyrrolo[3,2-c]pyridine-1-carboxylate), C(C)(=O)Cl (acetyl chloride). Yields the product N1C=CC=2C(=NC=CC21)NC(C)=O (N-(1H-pyrrolo[3,2-c]pyridin-4-yl)acetamide). As a reaction SMILES: [NH2:1][C:2]1[C:7]2[CH:8]=[CH:9][N:10](C(OCC3C=CC=CC=3)=O)[C:6]=2[CH:5]=[CH:4][N:3]=1.[C:21](Cl)(=[O:23])[CH3:22]>>[NH:10]1[C:6]2[CH:5]=[CH:4][N:3]=[C:2]([NH:1][C:21](=[O:23])[CH3:22])[C:7]=2[CH:8]=[CH:9]1. Reported procedure: N-(1H-pyrrolo[3,2-c]pyridin-4-yl)acetamide (Intermediate 25) was prepared from benzyl 4-amino-1H-pyrrolo[3,2-c]pyridine-1-carboxylate in an analogous manner using acetyl chloride. RXN SMILES: [ClH:1].O1CCOCC1.[F:8][C:9]1[CH:10]=[C:11]([CH:44]=[CH:45][CH:46]=1)[CH2:12][O:13][C:14]1[CH:43]=[CH:42][C:17]([O:18][CH:19]2[CH2:24][CH2:23][N:22]([C:25]([O:27][C:28]3[CH:29]=[N:30][CH:31]=[C:32]([NH:34]C(OC(C)(C)C)=O)[CH:33]=3)=[O:26])[CH2:21][CH2:20]2)=[CH:16][CH:15]=1>C1COCC1>[ClH:1].[F:8][C:9]1[CH:10]=[C:11]([CH:44]=[CH:45][CH:46]=1)[CH2:12][O:13][C:14]1[CH:43]=[CH:42][C:17]([O:18][C:19]2[CH:20]=[CH:21][N:22]([C:25]([O:27][CH:28]3[CH2:33][CH:32]([NH2:34])[CH2:31][NH:30][CH2:29]3)=[O:26])[CH2:23][CH:24]=2)=[CH:16][CH:15]=1 |f:0.1,4.5|. The product is Cl.FC=1C=C(COC2=CC=C(OC3=CCN(C=C3)C(=O)OC3CNCC(C3)N)C=C2)C=CC1 (5-aminopiperidin-3-yl 4-{4-[(3-fluorobenzyl)oxy]phenoxy}pyridine-1-carboxylate hydrochloride). Reactants: Cl.O1CCOCC1 (hydrogen chloride dioxane), FC=1C=C(COC2=CC=C(OC3CCN(CC3)C(=O)OC=3C=NC=C(C3)NC(=O)OC(C)(C)C)C=C2)C=CC1 (5-[(tert-butoxycarbonyl)amino]pyridin-3-yl 4-{4-[(3-fluorobenzyl)oxy]phenoxy}piperidine-1-carboxylate). The solvent is C1CCOC1 (THF). Reported procedure: A 4 M hydrogen chloride/dioxane solution (1.8 ml) was added to a THF (10 ml) solution containing 5-[(tert-butoxycarbonyl)amino]pyridin-3-yl 4-{4-[(3-fluorobenzyl)oxy]phenoxy}piperidine-1-carboxylate (174 mg), followed by stirring at 60° C. for 4 hours. The solvent was evaporated under reduced pressure to obtain 5-aminopiperidin-3-yl 4-{4-[(3-fluorobenzyl)oxy]phenoxy}pyridine-1-carboxylate hydrochloride (74 mg). Run at temperature 60 celsius, time 4 hour. The reactants are C(C)(=O)N1CN(C2N(CN(C(=C12)Cl)C(C)=O)C(C)=O)[C@H]1[C@H](O)[C@H](O)[C@H](O1)CO (triacetyl-6-chloro-9-(β-D-ribofuranosyl)-purine), C(C=C)NC1CCCCC1 (allyl-cyclohexylamine). Run in C(CCC)O (butanol). Yields the product C(C=C)N(C=1C=2N=CN([C@H]3[C@H](O)[C@H](O)[C@@H](CO)O3)C2N=CN1)C1CCCCC1 (N(6)-allyl-N(6)-cyclohexyl-adenosine). Yield: 59.0%. Reaction SMILES: C([N:4]1[C:12]2[CH:7]([N:8](C(=O)C)[CH2:9][N:10](C(=O)C)[C:11]=2Cl)[N:6]([C@@H:20]2[O:26][C@H:25]([CH2:27][OH:28])[C@@H:23]([OH:24])[C@H:21]2[OH:22])[CH2:5]1)(=O)C.[CH2:29]([NH:32][CH:33]1[CH2:38][CH2:37][CH2:36][CH2:35][CH2:34]1)[CH:30]=[CH2:31]>C(O)CCC>[CH2:29]([N:32]([CH:33]1[CH2:38][CH2:37][CH2:36][CH2:35][CH2:34]1)[C:11]1[C:12]2[N:4]=[CH:5][N:6]([C:7]=2[N:8]=[CH:9][N:10]=1)[C@@H:20]1[O:26][C@H:25]([CH2:27][OH:28])[C@@H:23]([OH:24])[C@H:21]1[OH:22])[CH:30]=[CH2:31]. Procedure: 10 g. triacetyl-6-chloro-9-(β-D-ribofuranosyl)-purine and 10 g. allyl-cyclohexylamine were heated under reflux for 1 hour in 100 ml. butanol. The butanol was then distilled off in a vacuum, the residue was dissolved in chloroform and the chloroform solution was then shaken out successively with dilute hydrochloric acid, dilute aqueous sodium bicarbonate solution and water. The chloroform solution was then dried over anhydrous sodium sulfate and evaporated to a syrup. This was dissolved in methan... Starting materials: ClC1=CC=C(CN2C(=CC3=CC=CC=C23)C(=O)N2CCC(CC2)C(=O)O)C=C1 (1-(1-(4-chlorobenzyl)-1H-indole-2-carbonyl)piperidine-4-carboxylic acid), C(C)N=C=NCCCN(C)C (1-ethyl-3-(3-dimethylaminopropyl) carbodiimide), ON1N=NC2=C1C=CC=C2 (1-Hydroxybenzotriazole), C(C)(C)N(C(C)C)CC (N,N-Diisopropylethylamine), N1[C@H](CO)CCC1 (L-prolinol). Run in O (water), C(C)(=O)OCC (ethyl acetate), C(Cl)Cl (DCM). Conditions: time 8 hour. Yields the product ClC1=CC=C(CN2C(=CC3=CC=CC=C23)C(=O)N2CCC(CC2)C(=O)N2[C@@H](CCC2)CO)C=C1 ((S)-(1-(4-chlorobenzyl)-1H-indol-2-yl)(4-(2-(hydroxymethyl)pyrrolidine-1-carbonyl)piperidin-1-yl)methanone). Reaction SMILES: [Cl:1][C:2]1[CH:28]=[CH:27][C:5]([CH2:6][N:7]2[C:15]3[C:10](=[CH:11][CH:12]=[CH:13][CH:14]=3)[CH:9]=[C:8]2[C:16]([N:18]2[CH2:23][CH2:22][CH:21]([C:24]([OH:26])=O)[CH2:20][CH2:19]2)=[O:17])=[CH:4][CH:3]=1.C(N=C=NCCCN(C)C)C.ON1C2C=CC=CC=2N=N1.C(N(CC)C(C)C)(C)C.[NH:59]1[CH2:65][CH2:64][CH2:63][C@H:60]1[CH2:61][OH:62]>C(Cl)Cl.O.C(OCC)(=O)C>[Cl:1][C:2]1[CH:3]=[CH:4][C:5]([CH2:6][N:7]2[C:15]3[C:10](=[CH:11][CH:12]=[CH:13][CH:14]=3)[CH:9]=[C:8]2[C:16]([N:18]2[CH2:19][CH2:20][CH:21]([C:24]([N:59]3[CH2:65][CH2:64][CH2:63][C@H:60]3[CH2:61][OH:62])=[O:26])[CH2:22][CH2:23]2)=[O:17])=[CH:27][CH:28]=1. Procedure: 1-(1-(4-chlorobenzyl)-1H-indole-2-carbonyl)piperidine-4-carboxylic acid (100 mg, 0.252 mmol), 1-ethyl-3-(3-dimethylaminopropyl) carbodiimide (97 mg, 0.504 mmol), and 1-Hydroxybenzotriazole (68 mg, 0.504 mmol) were dissolved in 3.0 mL of DCM. The reaction was allowed to stir for 10 minutes before N,N-Diisopropylethylamine (88 μL, 0.504 mmol) and L-prolinol (49.5 μL, 0.504 mmol) were added. The reaction was allowed to stir overnight. The reaction was diluted with water and ethyl acetate. The layer... The product is C(#N)C1=CC=C(OC2=C(C=CC(=C2)OC2=CC=C(C=C2)C#N)NS(=O)(=O)C2=CC3=CC=CC=C3C=C2)C=C1 (Naphthalene-2-sulfonic acid[2,4-bis-(4-cyano-phenoxy)-phenyl]amide). Procedure details: 1,5-Bis-(4-cyano-phenoxy)-2-aminobenzene 0.175 g (0.54 mmol), 2-naphthalene-sulfonyl chloride 0.148 g (0.65 mmol) and N,N-diisopropylethylamine (DIPEA) 0.85 g (0.65 mmol) were dissolved in 5 ml of dry toluene and refluxed for 8 h. The reaction mixture was concentrated under reduced pressure and the residue was partitioned between water and ethyl acetate after the pH was adjusted to 2 with 6 N HCl. The organic phase was washed with 1 M Na2CO3 (5×100 ml) and saturated brine solution. The solution ... The solvent is C1(=CC=CC=C1)C (toluene). RXN SMILES: [C:1]([C:3]1[CH:25]=[CH:24][C:6]([O:7][C:8]2[CH:13]=[C:12]([O:14][C:15]3[CH:20]=[CH:19][C:18]([C:21]#[N:22])=[CH:17][CH:16]=3)[CH:11]=[CH:10][C:9]=2[NH2:23])=[CH:5][CH:4]=1)#[N:2].[CH:26]1[C:35]2[C:30](=[CH:31][CH:32]=[CH:33][CH:34]=2)[CH:29]=[CH:28][C:27]=1[S:36](Cl)(=[O:38])=[O:37].C(N(CC)C(C)C)(C)C>C1(C)C=CC=CC=1>[C:1]([C:3]1[CH:25]=[CH:24][C:6]([O:7][C:8]2[CH:13]=[C:12]([O:14][C:15]3[CH:20]=[CH:19][C:18]([C:21]#[N:22])=[CH:17][CH:16]=3)[CH:11]=[CH:10][C:9]=2[NH:23][S:36]([C:27]2[CH:28]=[CH:29][C:30]3[C:35](=[CH:34][CH:33]=[CH:32][CH:31]=3)[CH:26]=2)(=[O:38])=[O:37])=[CH:5][CH:4]=1)#[N:2]. Reactants: C(#N)C1=CC=C(OC2=C(C=CC(=C2)OC2=CC=C(C=C2)C#N)N)C=C1 (1,5-Bis-(4-cyano-phenoxy)-2-aminobenzene), C1=C(C=CC2=CC=CC=C12)S(=O)(=O)Cl (2-naphthalene-sulfonyl chloride), C(C)(C)N(C(C)C)CC (N,N-diisopropylethylamine). The yield is 68.0%. Starting materials: [H][H] (Hydrogen), C1(=CC=CC=C1)C1=CC=C(OCC(CN=[N+]=[N-])O)C=C1 (3-(4-phenylphenoxy)-2-hydroxypropylazide). Reagents/catalysts: [Pd] (palladium-on-carbon). Run in C(C)O (ethanol). Yields the product C1(=CC=CC=C1)C1=CC=C(OCC(CN)O)C=C1 (3-(4-phenylphenoxy)-2-hydroxypropylamine). Yield: 106.9%. As a reaction SMILES: [H][H].[C:3]1([C:9]2[CH:22]=[CH:21][C:12]([O:13][CH2:14][CH:15]([OH:20])[CH2:16][N:17]=[N+]=[N-])=[CH:11][CH:10]=2)[CH:8]=[CH:7][CH:6]=[CH:5][CH:4]=1>[Pd].C(O)C>[C:3]1([C:9]2[CH:22]=[CH:21][C:12]([O:13][CH2:14][CH:15]([OH:20])[CH2:16][NH2:17])=[CH:11][CH:10]=2)[CH:4]=[CH:5][CH:6]=[CH:7][CH:8]=1. Reported procedure: Hydrogen was introduced into a mixture of 2.94 g of 3-(4-phenylphenoxy)-2-hydroxypropylazide (prepared as described in Preparation 83), 0.3 g of 10% w/w palladium-on-carbon and 60 ml of ethanol for 3 hours. At the end of this time, insolubles were removed by filtration, and the filtrate was concentrated by evaporation under reduced pressure, to give 2.84 g of the title compound, melting at 137.7° to 146.8° C.